Task: describe an organic reaction: reactants, conditions, products, and yield. Dataset: the Open Reaction Database (ORD), a public repository of structured organic reaction records The reactants are O=C1CCC(=O)N1Br, CC(C)[Si](C(C)C)(C(C)C)n1ccc(-c2ccncc2)c1-c1ccc(F)cc1, C1CCOC1. Product: CC(C)[Si](C(C)C)(C(C)C)n1cc(Br)c(-c2ccncc2)c1-c1ccc(F)cc1. As a reaction SMILES: [Br:1][N:2]1[C:3](=[O:4])[CH2:5][CH2:6][C:7]1=[O:8].[F:9][c:10]1[cH:11][cH:12][c:13](-[c:16]2[n:17]([Si:27]([CH:28]([CH3:29])[CH3:30])([CH:31]([CH3:32])[CH3:33])[CH:34]([CH3:35])[CH3:36])[cH:18][cH:19][c:20]2-[c:21]2[cH:22][cH:23][n:24][cH:25][cH:26]2)[cH:14][cH:15]1.[O:37]1[CH2:38][CH2:39][CH2:40][CH2:41]1>>[Br:1][c:19]1[cH:18][n:17]([Si:27]([CH:28]([CH3:29])[CH3:30])([CH:31]([CH3:32])[CH3:33])[CH:34]([CH3:35])[CH3:36])[c:16](-[c:13]2[cH:12][cH:11][c:10]([F:9])[cH:15][cH:14]2)[c:20]1-[c:21]1[cH:22][cH:23][n:24][cH:25][cH:26]1. Starting materials: C(=O)(Cl)Cl (phosgene), C(C)(C)(C)C1=NN=C(S1)N (5-t-butyl-2-amino-1,3,4-thiadiazole). Solvent: C(C)(=O)OCC (ethyl acetate), C(C)(=O)OCC (ethyl acetate). Conditions: time 16 hour. The product is C(C)(C)(C)C1=NN=C(S1)N=C=O (5-t-Butyl-1,3,4-thiadiazol-2-yl Isocyanate). Reaction SMILES: [C:1](Cl)(Cl)=[O:2].[C:5]([C:9]1[S:13][C:12]([NH2:14])=[N:11][N:10]=1)([CH3:8])([CH3:7])[CH3:6]>C(OCC)(=O)C>[C:5]([C:9]1[S:13][C:12]([N:14]=[C:1]=[O:2])=[N:11][N:10]=1)([CH3:8])([CH3:7])[CH3:6]. Procedure details: A saturated solution of phosgene in ethyl acetate (100 ml) was charged into a glass reaction vessel equipped with a mechanical stirrer. A slurry of 5-t-butyl-2-amino-1,3,4-thiadiazole (10 grams) in ethyl acetate (300 ml) was added to the reaction vessel, and the resulting mixture was stirred for a period of about 16 hours, resulting in the formation of a precipitate. The reaction mixture was then purged with nitrogen gas to remove unreacted phosgene. The purged mixture was then filtered to recov... Starting materials: C(C)OP(=O)(OCC)/C=C/C=1C(=NN(C1)C1=CC=CC=C1)OCC1=CC(=C(OCC=2N=C(OC2C)C=2C=CC(=C(C(=O)OC)C2)C)C=C1)OC (methyl 5-[4-({4-[({4-[(E)-2-(diethoxyphosphoryl)ethenyl]-1-phenyl-1H-pyrazol-3-yl}oxy)methyl]-2-methoxyphenoxy}methyl)-5-methyl-1,3-oxazol-2-yl]-2-methylbenzoate), O1CCCC1 (tetrahydrofuran), [OH-].[Na+] (sodium hydroxide), Cl (hydrochloric acid). Run in C(C)O (ethanol), O (water). Reaction conditions: temperature 60 celsius, time 1 hour. The product is C(C)OP(=O)(OCC)/C=C/C=1C(=NN(C1)C1=CC=CC=C1)OCC1=CC(=C(OCC=2N=C(OC2CC)C=2C=CC(=C(C(=O)O)C2)C)C=C1)OC (5-[4-({4-[({4-[(E)-2-(diethoxyphosphoryl)ethenyl]-1-phenyl-1H-pyrazol-3-yl}oxy)methyl]-2-methoxyphenoxy}methyl)-5-ethyl-1,3-oxazol-2-yl]-2-methylbenzoic acid). The yield is 87.0%. Reaction SMILES: [CH2:1]([O:3][P:4](/[CH:9]=[CH:10]/[C:11]1[C:12]([O:22][CH2:23][C:24]2[CH:48]=[CH:47][C:27]([O:28][CH2:29][C:30]3[N:31]=[C:32]([C:36]4[CH:37]=[CH:38][C:39]([CH3:46])=[C:40]([CH:45]=4)[C:41]([O:43]C)=[O:42])[O:33][C:34]=3[CH3:35])=[C:26]([O:49][CH3:50])[CH:25]=2)=[N:13][N:14]([C:16]2[CH:21]=[CH:20][CH:19]=[CH:18][CH:17]=2)[CH:15]=1)([O:6][CH2:7][CH3:8])=[O:5])[CH3:2].O1CCC[CH2:52]1.[OH-].[Na+].Cl>O.C(O)C>[CH2:1]([O:3][P:4](/[CH:9]=[CH:10]/[C:11]1[C:12]([O:22][CH2:23][C:24]2[CH:48]=[CH:47][C:27]([O:28][CH2:29][C:30]3[N:31]=[C:32]([C:36]4[CH:37]=[CH:38][C:39]([CH3:46])=[C:40]([CH:45]=4)[C:41]([OH:43])=[O:42])[O:33][C:34]=3[CH2:35][CH3:52])=[C:26]([O:49][CH3:50])[CH:25]=2)=[N:13][N:14]([C:16]2[CH:21]=[CH:20][CH:19]=[CH:18][CH:17]=2)[CH:15]=1)([O:6][CH2:7][CH3:8])=[O:5])[CH3:2] |f:2.3|. Procedure details: To a mixture of methyl 5-[4-({4-[({4-[(E)-2-(diethoxyphosphoryl)ethenyl]-1-phenyl-1H-pyrazol-3-yl}oxy)methyl]-2-methoxyphenoxy}methyl)-5-methyl-1,3-oxazol-2-yl]-2-methylbenzoate (0.46 g), tetrahydrofuran (2 mL) and ethanol (2 mL) was added 1N aqueous sodium hydroxide solution (2 mL), and the mixture was stirred at 60° C. for 1 hr. To the reaction mixture were added 1N hydrochloric acid (2 mL) and water, and the mixture was extracted with ethyl acetate. The organic layer was washed with saturated... Reactants: C(C)OCC (diethyl ether), FC1=C(C=C(C=C1)C1=CN=C2N1C=CC(=N2)C=O)C=2C(=CC=CC2)C#N (2′-Fluoro-5′-(7-formylimidazo[1,2-α]pyrimidin-3-yl)biphenyl-2-carbonitrile), S(=O)(=O)(C1=CC=C(C)C=C1)C[N+]#[C-] (tosylmethyl isocyanide), C([O-])([O-])=O.[K+].[K+] (potassium carbonate). RXN SMILES: [F:1][C:2]1[CH:7]=[CH:6][C:5]([C:8]2[N:12]3[CH:13]=[CH:14][C:15]([CH:17]=[O:18])=[N:16][C:11]3=[N:10][CH:9]=2)=[CH:4][C:3]=1[C:19]1[C:20]([C:25]#[N:26])=[CH:21][CH:22]=[CH:23][CH:24]=1.S([CH2:37][N+:38]#[C-:39])(C1C=CC(C)=CC=1)(=O)=O.C(=O)([O-])[O-].[K+].[K+].C(OCC)C>CO.ClCCl>[F:1][C:2]1[CH:7]=[CH:6][C:5]([C:8]2[N:12]3[CH:13]=[CH:14][C:15]([C:17]4[O:18][CH:39]=[N:38][CH:37]=4)=[N:16][C:11]3=[N:10][CH:9]=2)=[CH:4][C:3]=1[C:19]1[C:20]([C:25]#[N:26])=[CH:21][CH:22]=[CH:23][CH:24]=1 |f:2.3.4|. Solvent: CO (methanol), ClCCl (dichloromethane). The yield is 35.9%. Reported procedure: 2′-Fluoro-5′-(7-formylimidazo[1,2-α]pyrimidin-3-yl)biphenyl-2-carbonitrile (100 mg), tosylmethyl isocyanide (60 mg) and potassium carbonate (40 mg) were suspended in methanol (10 ml) and heated at reflux for 90 min. The reaction was cooled, diluted with dichloromethane and filtered. The filtrate was evaporated to dryness and the residue partitioned between dichloromethane and water. The organic phase was dried over anhydrous magnesium sulfate, filtered and pre-adsorbed onto silica. Purification ... Product: FC1=C(C=C(C=C1)C1=CN=C2N1C=CC(=N2)C2=CN=CO2)C=2C(=CC=CC2)C#N (2′-fluoro-5′-[7-(oxazol-5-yl)imidazo[1,2-α]pyrimidin-3-yl]biphenyl-2-carbonitrile). Starting materials: C1CCOC1, COC(=O)C(CNC(=O)OCC[Si](C)(C)C)C(C)C, [Li+], [OH-]. Reaction SMILES: [CH2:22]1[O:23][CH2:24][CH2:25][CH2:26]1.[CH3:1][CH:2]([CH:3]([C:4](=[O:5])[O:6][CH3:7])[CH2:8][NH:9][C:10](=[O:11])[O:12][CH2:13][CH2:14][Si:15]([CH3:16])([CH3:17])[CH3:18])[CH3:19].[Li+:21].[OH-:20]>>[CH3:1][CH:2]([CH:3]([C:4](=[O:5])[OH:6])[CH2:8][NH:9][C:10](=[O:11])[O:12][CH2:13][CH2:14][Si:15]([CH3:16])([CH3:17])[CH3:18])[CH3:19]. Yields the product CC(C)C(CNC(=O)OCC[Si](C)(C)C)C(=O)O.